From a dataset of the Open Reaction Database (ORD), a public repository of structured organic reaction records. describe an organic reaction: reactants, conditions, products, and yield The reactants are NC(CCCCC(=O)OC)C1=C(C=NC=C1OC)OC (methyl 6-amino-6-(3,5-dimethoxypyridin-4-yl)hexanoate), CN1C2=CC=CC=C2C=2C=C(C=CC12)C=O (9-methyl-9H-carbazole-3-carbaldehyde). Product: COC=1C=NC=C(C1C1CCCCC(N1CC=1C=CC=2N(C3=CC=CC=C3C2C1)C)=O)OC (7-(3,5-dimethoxypyridin-4-yl)-1-((9-methyl-9H-carbazol-3-yl)methyl)azepan-2-one). Reaction SMILES: [NH2:1][CH:2]([C:11]1[C:16]([O:17][CH3:18])=[CH:15][N:14]=[CH:13][C:12]=1[O:19][CH3:20])[CH2:3][CH2:4][CH2:5][CH2:6][C:7]([O:9]C)=O.[CH3:21][N:22]1[C:34]2[CH:33]=[CH:32][C:31]([CH:35]=O)=[CH:30][C:29]=2[C:28]2[C:23]1=[CH:24][CH:25]=[CH:26][CH:27]=2>>[CH3:20][O:19][C:12]1[CH:13]=[N:14][CH:15]=[C:16]([O:17][CH3:18])[C:11]=1[CH:2]1[N:1]([CH2:35][C:31]2[CH:32]=[CH:33][C:34]3[N:22]([CH3:21])[C:23]4[C:28]([C:29]=3[CH:30]=2)=[CH:27][CH:26]=[CH:25][CH:24]=4)[C:7](=[O:9])[CH2:6][CH2:5][CH2:4][CH2:3]1. Procedure details: Prepared according to the described general procedure 1 (GP1) by reaction of methyl 6-amino-6-(3,5-dimethoxypyridin-4-yl)hexanoate with commercially available 9-methyl-9H-carbazole-3-carbaldehyde. Subsequent purification by preparative HPLC afforded the target compound. LC-MS (conditions A): tR=0.68 min.; [M+H]+: 444.02 g/mol. The reactants are CCCCCCCC(C(CC#CC#CC(C=C)O)O)O (Panaxytriol), COC(C)(C)OC (2,2-dimethoxypropane), CC=1C=CC(=CC1)S(=O)(=O)O.O (p-TsOH.H2O). Solvent: C1CCOC1 (THF). Reaction conditions: time 40 minute. Yields the product C(CCCCCC)[C@@H]1[C@H](OC(O1)(C)C)CC#CC#C[C@H](O)C1=CC=CC=C1 ((R)-6-((4R,5R)-5-heptyl-2,2-dimethyl-1,3-dioxolan-4-yl)-1-phenylhexa-2,4-diyn-1-ol). The yield is 722.7%. As a reaction SMILES: [CH3:1][CH2:2][CH2:3][CH2:4][CH2:5][CH2:6][CH2:7][CH:8]([OH:20])[CH:9]([OH:19])[CH2:10][C:11]#[C:12][C:13]#[C:14][CH:15]([OH:18])[CH:16]=[CH2:17].CO[C:23](OC)([CH3:25])[CH3:24].[CH3:28][C:29]1C=CC(S(O)(=O)=O)=[CH:33][CH:34]=1.O>C1COCC1>[CH2:7]([C@H:8]1[O:20][C:23]([CH3:25])([CH3:24])[O:19][C@@H:9]1[CH2:10][C:11]#[C:12][C:13]#[C:14][C@@H:15]([C:16]1[CH:33]=[CH:34][CH:29]=[CH:28][CH:17]=1)[OH:18])[CH2:6][CH2:5][CH2:4][CH2:3][CH2:2][CH3:1] |f:2.3|. Procedure: To a stirred mixture of Panaxytriol derivative (1R,7R,8R)-1-phenyl-2,4-pentadecadiyne-1,7,8-triol (12.8 mg, 39.0 μmol, 1.0 equiv) and 2,2-dimethoxypropane (40.6 mg, 390 μmol, 10 equiv) in dry THF (1.0 mL) was added p-TsOH.H2O (about 1 mg) at 0° C. The cooling bath was removed immediately and the mixture was stirred at room temperature. After 40 min, the reaction was quenched with a saturated solution of NaHCO3 (1 mL). The mixture was extracted with dichloromethane (4 times). The combined extract... Reactants: BrC=1C=CC(=NC1)C(F)(F)F (5-bromo-2-(trifluoromethyl)pyridine), C(=C)[Sn](CCCC)(CCCC)CCCC (vinyltributyltin). The reagents and catalysts are C=1C=CC(=CC1)[P](C=2C=CC=CC2)(C=3C=CC=CC3)[Pd]([P](C=4C=CC=CC4)(C=5C=CC=CC5)C=6C=CC=CC6)([P](C=7C=CC=CC7)(C=8C=CC=CC8)C=9C=CC=CC9)[P](C=1C=CC=CC1)(C=1C=CC=CC1)C=1C=CC=CC1 (tetrakis(triphenylphosphine)palladium). Solvent: CN(C)C=O.C1CCOC1 (DMF THF). Reaction conditions: temperature 100 celsius. The product is FC(C1=NC=C(C=C1)C=C)(F)F (2-(trifluoromethyl)-5-vinylpyridine). Isolated yield 1324.9%. RXN SMILES: Br[C:2]1[CH:3]=[CH:4][C:5]([C:8]([F:11])([F:10])[F:9])=[N:6][CH:7]=1.[CH:12]([Sn](CCCC)(CCCC)CCCC)=[CH2:13]>CN(C=O)C.C1COCC1.C1C=CC([P]([Pd]([P](C2C=CC=CC=2)(C2C=CC=CC=2)C2C=CC=CC=2)([P](C2C=CC=CC=2)(C2C=CC=CC=2)C2C=CC=CC=2)[P](C2C=CC=CC=2)(C2C=CC=CC=2)C2C=CC=CC=2)(C2C=CC=CC=2)C2C=CC=CC=2)=CC=1>[F:9][C:8]([F:11])([F:10])[C:5]1[CH:4]=[CH:3][C:2]([CH:12]=[CH2:13])=[CH:7][N:6]=1 |f:2.3,^1:40,42,61,80|. Procedure: 2 g of 5-bromo-2-(trifluoromethyl)pyridine was dissolved in DMF:THF (3:1, 12 mL). vinyltributyltin (3 g) and tetrakis(triphenylphosphine)palladium (135 mg) were added to this solution. The reaction mixture was degassed and purged with nitrogen for 5 min and then heated at 100° C. for 2 h. at which point the reaction was found complete (monitored by TLC). The reaction mixture was diluted with water and extracted with ethyl acetate. The combined organic layer was dried over anhydrous sodium sulfat... Reactants: COC=1C=C2CCC(CC2=CC1)=O (6-methoxy-3,4-dihydronaphthalen-2(1H)-one), COC(N(C)C)OC (N,N-dimethylformamide dimethyl acetal), C1(=CC=C(C=C1)S(=O)(=O)O)C (p-toluenesulfonic acid). Reaction conditions: time 5 minute. The product is CN(C)\C=C/1\C(CCC2=CC(=CC=C12)OC)=O ((E)-1-((dimethylamino)methylene)-6-methoxy-3,4-dihydronaphthalen-2(1H)-one). RXN SMILES: [CH3:1][O:2][C:3]1[CH:4]=[C:5]2[C:10](=[CH:11][CH:12]=1)[CH2:9][C:8](=[O:13])[CH2:7][CH2:6]2.CO[CH:16](OC)[N:17]([CH3:19])[CH3:18].C1(C)C=CC(S(O)(=O)=O)=CC=1>>[CH3:16][N:17](/[CH:19]=[C:9]1/[C:8](=[O:13])[CH2:7][CH2:6][C:5]2[C:10]/1=[CH:11][CH:12]=[C:3]([O:2][CH3:1])[CH:4]=2)[CH3:18]. Procedure: 6-methoxy-3,4-dihydronaphthalen-2(1H)-one (460 mg, 2.61 mmol) was dissolved in N,N-dimethylformamide dimethyl acetal (8 mL, 26.1 mmol) at room temperature. Within 5 minutes the solution had turned dark green in color. Next, p-toluenesulfonic acid (10 mg, 0.053 mmol) was added and the reaction mixture was stirred at room temperature for 2 hours. The reaction mixture was concentrated under reduced pressure and dried under vacuum to afford the title compound as a dark red oil. LC/MS M+1=232.2. The ... The reactants are B(Br)(Br)Br (BBr3), COC(=O)C=1C=C(C=C2C1C=CO2)OC (6-methoxy-benzofuran-4-carboxylic acid methyl ester), COC(=O)C=1C=C(C=C2C1CC(O2)C)O (6-hydroxy-2-methyl-2,3-dihydro-benzofuran-4-carboxylic acid methyl ester), N1=C(C=CC=C1C)C (2,6-lutidine). Yields the product COC(=O)C=1C=C(C=C2C1C=CO2)O (6-Hydroxy-benzofuran-4-carboxylic acid methyl ester), solid. Yield: 45.0%. RXN SMILES: [CH3:1][O:2][C:3]([C:5]1[CH:6]=[C:7]([OH:15])[CH:8]=[C:9]2[O:13][CH:12](C)[CH2:11][C:10]=12)=[O:4].N1C(C)=CC=CC=1C.B(Br)(Br)Br.COC(C1C=C(OC)C=C2OC=CC=12)=O>>[CH3:1][O:2][C:3]([C:5]1[CH:6]=[C:7]([OH:15])[CH:8]=[C:9]2[O:13][CH:12]=[CH:11][C:10]=12)=[O:4]. Procedure: The title compound was prepared in a similar manner as described for Intermediate 1e, from 2,6-lutidine (1.42 mL, 12.2 mmol), BBr3 (12.2 mL, 12.2 mmol, 1.0 M in CH2Cl2) and 6-methoxy-benzofuran-4-carboxylic acid methyl ester (6c) (840 mg, 4.07 mmol). Purification by flash column chromatography (10-15% EtOAc in hexanes) gave a pale yellow solid (350 mg, 45% yield). 1H NMR (400 MHz, CDCl3) δ 7.64 (d, J=2.27 Hz, 1 H) 7.61 (d, J=2.02 Hz, 1 H) 7.24 (dd, J=3.28, 2.27 Hz, 2 H) 5.66 (s, 1 H) 4.00 (s, 3 ...